This data is from the Open Reaction Database (ORD), a public repository of structured organic reaction records. The task is: describe an organic reaction: reactants, conditions, products, and yield The reactants are C(C)C(CC)C=1C=2N(N=C(C1)C)C(=C(N2)C)I (8-(1-ethyl-propyl)-3-iodo-2,6-dimethyl-imidazo[1,2-b]pyridazine), PdCl2(pddf), BrC1=C(SC2=CN=CC=C21)C (3-Bromo-2-methyl-thieno[2,3-c]pyridine), Teflon. Reagents/catalysts: [Zn] (Zinc), [Zn] (Zn). Solvent: C1CCOC1 (THF), C1CCOC1 (THF). Conditions: temperature 100 celsius. Product: C(C)C(CC)C=1C=2N(N=C(C1)C)C(=C(N2)C)C2=C(SC1=CN=CC=C12)C (8-(1-Ethyl-propyl)-2,6-dimethyl-3-(2-methyl-thieno[2,3-c]pyridin-3-yl)-imidazo[1,2-b]pyridazine). The yield is 15.4%. RXN SMILES: Br[C:2]1[C:10]2[C:5](=[CH:6][N:7]=[CH:8][CH:9]=2)[S:4][C:3]=1[CH3:11].[CH2:12]([CH:14]([C:17]1[C:18]2[N:19]([C:24](I)=[C:25]([CH3:27])[N:26]=2)[N:20]=[C:21]([CH3:23])[CH:22]=1)[CH2:15][CH3:16])[CH3:13]>C1COCC1.[Zn]>[CH2:12]([CH:14]([C:17]1[C:18]2[N:19]([C:24]([C:2]3[C:10]4[C:5](=[CH:6][N:7]=[CH:8][CH:9]=4)[S:4][C:3]=3[CH3:11])=[C:25]([CH3:27])[N:26]=2)[N:20]=[C:21]([CH3:23])[CH:22]=1)[CH2:15][CH3:16])[CH3:13]. Reported procedure: 190 mg of 3-Bromo-2-methyl-thieno[2,3-c]pyridine (0.83 mmol) is placed into the vial with 1.78 ml of Reiki Zn, suspension in THF (1.25 mmol) and capped and heated at 100° C. for 2 h. The excess Zinc is allowed to settle down and the solution is transferred to the vial containing 172 mg of 8-(1-ethyl-propyl)-3-iodo-2,6-dimethyl-imidazo[1,2-b]pyridazine (0.5 mmol) and 24 mg of PdCl2(pddf) (0.03 mmol) in 3 ml of dry THF. The vial is capped with a Teflon cap and heated at 80° C. overnight. The react... Starting materials: compound [ 1 ], C(C)OCC (diethyl ether), FC1=C(C=C(C(=C1)Cl)O)N1N=CC(=C(C1=O)C)C(F)(F)F (2-[2-fluoro-4-chloro-5-hydroxyphenyl]-4-methyl-5-trifluoromethylpyridazin-3-one), [H-].[Na+] (sodium hydride), BrCC(=O)OCC (ethyl bromoacetate). Solvent: O (water), CN(C=O)C (N,N-dimethylformamide). Reaction conditions: time 30 minute. Yields the product ClC1=C(OCC(=O)OCC)C=C(C(=C1)F)N1N=CC(=C(C1=O)C)C(F)(F)F (ethyl 2-chloro-4-fluoro-5-(4-methyl-5-trifluoromethyl-3-pyridazinon-2-yl)phenoxyacetate). The yield is 55.6%. As a reaction SMILES: [F:1][C:2]1[CH:7]=[C:6]([Cl:8])[C:5]([OH:9])=[CH:4][C:3]=1[N:10]1[C:15](=[O:16])[C:14]([CH3:17])=[C:13]([C:18]([F:21])([F:20])[F:19])[CH:12]=[N:11]1.[H-].[Na+].Br[CH2:25][C:26]([O:28][CH2:29][CH3:30])=[O:27].C(OCC)C>CN(C)C=O.O>[Cl:8][C:6]1[CH:7]=[C:2]([F:1])[C:3]([N:10]2[C:15](=[O:16])[C:14]([CH3:17])=[C:13]([C:18]([F:20])([F:21])[F:19])[CH:12]=[N:11]2)=[CH:4][C:5]=1[O:9][CH2:25][C:26]([O:28][CH2:29][CH3:30])=[O:27] |f:1.2|. Procedure: Then, 3.2 g (9.9 mmol) of 2-[2-fluoro-4-chloro-5-hydroxyphenyl]-4-methyl-5-trifluoromethylpyridazin-3-one was dissolved in about 50 ml of N,N-dimethylformamide, to which 0.44 g (11 mmol) of sodium hydride (60 wt % oil dispersion) was added at room temperature. The mixture was left stand at room temperature for 30 minutes and then cooled with ice, to which 1.8 g (11 mmol) of ethyl bromoacetate was added. The mixture was stirred at room temperature for 1 hour, to which diethyl ether and water were... The reactants are CC(C)(C)OP(=O)(OCC(C)(NC(=O)OCc1ccccc1)c1ccccc1)OC(C)(C)C, CCOC(C)=O, CO, [H][H], [OH-], [OH-], [Pd+2]. Yields the product CC(C)(C)OP(=O)(OCC(C)(N)c1ccccc1)OC(C)(C)C. Reaction SMILES: [C:1]([CH3:2])([CH3:3])([CH3:4])[O:5][P:6](=[O:7])([O:8][C:9]([CH3:10])([CH3:11])[CH3:12])[O:13][CH2:14][C:15]([CH3:16])([c:17]1[cH:18][cH:19][cH:20][cH:21][cH:22]1)[NH:23][C:24](=[O:25])[O:26][CH2:27][c:28]1[cH:29][cH:30][cH:31][cH:32][cH:33]1.[CH3:36][CH2:37][O:38][C:39](=[O:40])[CH3:41].[CH3:42][OH:43].[H:34][H:35].[OH-:44].[OH-:46].[Pd+2:45]>>[C:1]([CH3:2])([CH3:3])([CH3:4])[O:5][P:6](=[O:7])([O:8][C:9]([CH3:10])([CH3:11])[CH3:12])[O:13][CH2:14][C:15]([CH3:16])([c:17]1[cH:18][cH:19][cH:20][cH:21][cH:22]1)[NH2:23]. The reactants are BrC=1C=CC(=C(C#N)C1)F (5-Bromo-2-fluorobenzonitrile), S(O)(O)(=O)=O (sulfuric acid). Product: FC1=C(C(=O)N)C=C(C=C1)Br (2-Fluoro-5-bromobenzamide). RXN SMILES: [Br:1][C:2]1[CH:3]=[CH:4][C:5]([F:10])=[C:6]([CH:9]=1)[C:7]#[N:8].S(=O)(=O)(O)[OH:12]>>[F:10][C:5]1[CH:4]=[CH:3][C:2]([Br:1])=[CH:9][C:6]=1[C:7]([NH2:8])=[O:12]. Reported procedure: 5-Bromo-2-fluorobenzonitrile (0.370 g) was heated at 110° C. for 1 hour in concentrated sulfuric acid (10 ml). After cooling, the reaction was diluted with ice-cold water and the slurry was extracted into ethyl acetate, dried over anhydrous magnesium sulfate, filtered and evaporated to afford the sub-title compound as a solid (0.328 g). Starting materials: ClC(=C(F)F)F (chlorotrifluoroethylene), N#N.CCCCC (nitrogen pentane), ClC(=C(F)F)F (chlorotrifluoroetylene), CCCCCC (hexane), C(CCC)[Li] (butyllithium), Cl[Si](CC)(CC)CC (chlorotriethylsilane). The solvent is CCCCC (pentane), C(C)OCC (diethyl ether), O1CCCC1 (tetrahydrofuran). Run at temperature -130 celsius. Product: C(C)[Si](C(=C(F)F)F)(CC)CC (triethyltrifluorovinylsilane), oil. The yield is 85.1%. As a reaction SMILES: N#N.CCCCC.Cl[C:9]([F:13])=[C:10]([F:12])[F:11].Cl[Si:15]([CH2:20][CH3:21])([CH2:18][CH3:19])[CH2:16][CH3:17].CCCCCC.C([Li])CCC>CCCCC.C(OCC)C.O1CCCC1>[CH2:16]([Si:15]([CH2:20][CH3:21])([CH2:18][CH3:19])[C:9]([F:13])=[C:10]([F:12])[F:11])[CH3:17] |f:0.1|. Reported procedure: A reactor flushed with argon was cooled with a liquid nitrogen-pentane cooling medium, and 15.0 g (0.129 mol) of chlorotrifluoroetylene was fed into the reactor. To this reactor, 50 ml of anhydrous tetrahydrofuran (THF), 30 ml of diethyl ether (Et2O) and 30 ml of pentane were introduced to bring the concentration of chlorotrifluoroethylene to 1 mmol/ml. Then, 16.1 g (0.107 mol) of chlorotriethylsilane was introduced. The reactor was cooled to -130° C., and then 88 ml (0.140 mol) of a hexane solu... Starting materials: NCC(=O)OC1=CC2=C(C(=C3CCCCN3C2=O)C)C(=C1)OC(CN)=O (8,10-bis[(aminoacetyl)oxy]-11-methyl-1,2,3,4-tetrahydro-6H-benzo[b]quinolizine-6-one), Cl (hydrogen chloride). Solvent: ClCCl (dichloromethane). Reaction conditions: temperature 25 celsius, time 2 hour. The product is Cl.Cl.NCC(=O)OC1=CC2=C(C(=C3CCCCN3C2=O)C)C(=C1)OC(CN)=O (8,10-bis[(aminoacetyl)oxy]-11-methyl-1,2,3,4-tetrahydro-6H-benzo[b]quinolizine-6-one dihydrochloride), MeOH-ether. RXN SMILES: [NH2:1][CH2:2][C:3]([O:5][C:6]1[CH:21]=[C:20]([O:22][C:23](=[O:26])[CH2:24][NH2:25])[C:9]2[C:10]([CH3:19])=[C:11]3[N:16]([C:17](=[O:18])[C:8]=2[CH:7]=1)[CH2:15][CH2:14][CH2:13][CH2:12]3)=[O:4].[ClH:27]>ClCCl>[ClH:27].[ClH:27].[NH2:1][CH2:2][C:3]([O:5][C:6]1[CH:21]=[C:20]([O:22][C:23](=[O:26])[CH2:24][NH2:25])[C:9]2[C:10]([CH3:19])=[C:11]3[N:16]([C:17](=[O:18])[C:8]=2[CH:7]=1)[CH2:15][CH2:14][CH2:13][CH2:12]3)=[O:4] |f:3.4.5|. Procedure details: Dissolve 8,10-bis[(aminoacetyl)oxy]-11-methyl-1,2,3,4-tetrahydro-6H-benzo[b]quinolizine-6-one (0.92 g) in dry dichloromethane (100 ml), and pass a stream of hydrogen chloride gas through the solution for 45 min. at ambient temperature (about 25° C.). Stir the resulting mixture at 25° C. for 2 hours, and filter to collect the precipitated crystals. Wash the collected crystals with ether and acetone, and dry and crystallize them to obtain 8,10-bis[(aminoacetyl)oxy]-11-methyl-1,2,3,4-tetrahydro-6H-...